This data is from the Open Reaction Database (ORD), a public repository of structured organic reaction records. The task is: describe an organic reaction: reactants, conditions, products, and yield Starting materials: C(C)(=O)N1N=C(C2=CC=C(C=C12)F)C (1-Acetyl-6-fluoro-3-methyl-1H-indazole), C1CC(=O)N(C1=O)Br (NBS), C(C1=CC=CC=C1)(=O)OOC(C1=CC=CC=C1)=O (benzoyl peroxide). Run in C(Cl)(Cl)(Cl)Cl (CCl4). Conditions: temperature 70 celsius. The product is C(C)(=O)N1N=C(C2=CC=C(C=C12)F)CBr (1-Acetyl-3-bromomethyl-6-fluoro-1H-indazole). The yield is 54.8%. RXN SMILES: [C:1]([N:4]1[C:12]2[C:7](=[CH:8][CH:9]=[C:10]([F:13])[CH:11]=2)[C:6]([CH3:14])=[N:5]1)(=[O:3])[CH3:2].C1C(=O)N([Br:22])C(=O)C1.C(OOC(=O)C1C=CC=CC=1)(=O)C1C=CC=CC=1>C(Cl)(Cl)(Cl)Cl>[C:1]([N:4]1[C:12]2[C:7](=[CH:8][CH:9]=[C:10]([F:13])[CH:11]=2)[C:6]([CH2:14][Br:22])=[N:5]1)(=[O:3])[CH3:2]. Procedure details: 1-Acetyl-6-fluoro-3-methyl-1H-indazole (5.77 g, 33.1 mmol) in CCl4 (100 mL) was treated with NBS (3.64 g, 20 mmol) and benzoyl peroxide (0.388 g, 1.6 mmol) and the mixture was heated at 70° C. for 6 h. The mixture was concentrated and the residue quickly filtered through a plug of flash silica eluting with 2%→7% EtOAc in hexane to give the crude title compound (2.97 g, 65%) contaminated with traces of dibromide and starting material. This was conveniently used directly in subsequent reactions wi...